From a dataset of the Open Reaction Database (ORD), a public repository of structured organic reaction records. describe an organic reaction: reactants, conditions, products, and yield The reactants are ClC1=NC(=CC(=N1)CC1=CC=C(C=C1)Cl)C(C)(O[Si](C)(C)C)C (2-chloro-4-(4-chloro-benzyl)-6-(1-methyl-1-trimethylsilanyloxy-ethyl)-pyrimidine), O.C1(=CC=C(C=C1)S(=O)(=O)O)C (toluene-4-sulfonic acid monohydrate). Solvent: O1CCCC1 (tetrahydrofuran), C(C)(=O)OCC (ethyl acetate). The product is ClC1=NC(=CC(=N1)C(C)(C)O)CC1=CC=C(C=C1)Cl (2-[2-Chloro-6-(4-chloro-benzyl)-pyrimidin-4-yl]-propan-2-ol). Isolated yield 76.7%. As a reaction SMILES: [Cl:1][C:2]1[N:7]=[C:6]([CH2:8][C:9]2[CH:14]=[CH:13][C:12]([Cl:15])=[CH:11][CH:10]=2)[CH:5]=[C:4]([C:16]([CH3:23])([O:18][Si](C)(C)C)[CH3:17])[N:3]=1.O.C1(C)C=CC(S(O)(=O)=O)=CC=1>O1CCCC1.C(OCC)(=O)C>[Cl:1][C:2]1[N:3]=[C:4]([C:16]([OH:18])([CH3:23])[CH3:17])[CH:5]=[C:6]([CH2:8][C:9]2[CH:10]=[CH:11][C:12]([Cl:15])=[CH:13][CH:14]=2)[N:7]=1 |f:1.2|. Reported procedure: A solution of 2-chloro-4-(4-chloro-benzyl)-6-(1-methyl-1-trimethylsilanyloxy-ethyl)-pyrimidine (3.69 g, 10.0 mmol) and toluene-4-sulfonic acid monohydrate (0.19 g, 1.0 mmol) in 90% aqueous tetrahydrofuran (40 mL) was stirred at 20° C. for 2 h. The solution was diluted with ethyl acetate and washed successively with saturated sodium hydrogencarbonate solution and with brine. The organic layer was dried over sodium sulfate and evaporated under reduced pressure. The residual oil was crystallized fr... The reactants are C(C#C)N (propargylamine), ClC(=O)OCCCl (2-chloroethyl chloroformate), N1(CCNCC1)C(=O)OC(C)(C)C (tert-butyl 1-piperazinecarboxylate), Example 2, C(C)(C)N(CC)C(C)C (diisopropylethylamine). The solvent is C(Cl)(Cl)Cl (CHCl3), C(Cl)(Cl)Cl (CHCl3). Reaction conditions: time 2 hour. Yields the product C(C#C)NCCOC(=O)N1CCNCC1 (N-propargylaminoethoxycarbonylpiperazine). RXN SMILES: ClC(OCCCl)=O.[N:8]1([C:14]([O:16][C:17]([CH3:20])(C)C)=[O:15])[CH2:13][CH2:12][NH:11][CH2:10][CH2:9]1.C(N(C(C)C)CC)(C)C.[CH2:30]([NH2:33])[C:31]#[CH:32]>C(Cl)(Cl)Cl>[CH2:30]([NH:33][CH2:20][CH2:17][O:16][C:14]([N:8]1[CH2:9][CH2:10][NH:11][CH2:12][CH2:13]1)=[O:15])[C:31]#[CH:32]. Procedure details: 2-chloroethyl chloroformate (429 mg, 3 mmol) was added slowly to a mixture of tert-butyl 1-piperazinecarboxylate obtained as step (ii) in Example 2 (559 mg, 3 mmol) and diisopropylethylamine (407 mg, 3.15 mmol) in CHCl3 (25 ml) at 0° C. The mixture was stirred for 2 h at room temperature. CHCl3 (50 ml) was then added and the solution was washed with 5% NaHCO3 (3×50 ml), brine (2×50 ml), and then dried over Na2SO4. The solution was filtered and evaporated to dryness. The residue was dissolved in ... As a reaction SMILES: [CH2:1]([CH3:2])[O:3][C:4](=[O:5])[c:6]1[cH:7][c:8](-[c:18]2[cH:19][cH:20][cH:21][cH:22][cH:23]2)[c:9]2[cH:10][cH:11][c:12]([OH:17])[cH:13][n:14]2[c:15]1=[O:16].[CH2:26]([CH2:27][CH2:28][CH3:29])[I:30].[CH3:32][N:33]([CH3:34])[CH:35]=[O:36].[ClH:31].[H-:24].[Na+:25]>>[CH2:1]([CH3:2])[O:3][C:4](=[O:5])[c:6]1[cH:7][c:8](-[c:18]2[cH:19][cH:20][cH:21][cH:22][cH:23]2)[c:9]2[cH:10][cH:11][c:12]([O:17][CH2:26][CH2:27][CH2:28][CH3:29])[cH:13][n:14]2[c:15]1=[O:16]. Reactants: CCOC(=O)c1cc(-c2ccccc2)c2ccc(O)cn2c1=O, CCCCI, CN(C)C=O, Cl, [H-], [Na+]. Yields the product CCCCOc1ccc2c(-c3ccccc3)cc(C(=O)OCC)c(=O)n2c1.